This data is from the Open Reaction Database (ORD), a public repository of structured organic reaction records. The task is: describe an organic reaction: reactants, conditions, products, and yield Starting materials: COC1=CC=C(C=C1)N1CCN(CC1)CCC1=CC=CC=C1 (1-(4-methoxyphenyl)-4-phenethylpiperazine), FC1=C(C=C(C(=C1)OC)F)N1CCN(CC1)S(=O)(=O)C1=CC=C(C=C1)F (4-(2,5-difluoro-4-methoxyphenyl)-1-(4-fluorophenylsulfonyl)-piperazine). The product is FC1=C(C=C(C(=C1)O)F)N1CCN(CC1)S(=O)(=O)C1=CC=C(C=C1)F (4-(2,5-difluoro-4-hydroxyphenyl)-1-(4-fluorophenylsulfonyl)-piperazine). Isolated yield 73.0%. Reaction SMILES: COC1C=CC(N2CCN(CCC3C=CC=CC=3)CC2)=CC=1.[F:23][C:24]1[CH:29]=[C:28]([O:30]C)[C:27]([F:32])=[CH:26][C:25]=1[N:33]1[CH2:38][CH2:37][N:36]([S:39]([C:42]2[CH:47]=[CH:46][C:45]([F:48])=[CH:44][CH:43]=2)(=[O:41])=[O:40])[CH2:35][CH2:34]1>>[F:23][C:24]1[CH:29]=[C:28]([OH:30])[C:27]([F:32])=[CH:26][C:25]=1[N:33]1[CH2:34][CH2:35][N:36]([S:39]([C:42]2[CH:43]=[CH:44][C:45]([F:48])=[CH:46][CH:47]=2)(=[O:41])=[O:40])[CH2:37][CH2:38]1. Reported procedure: Production Example 2 was repeated except that 1-(4-methoxyphenyl)-4-phenethylpiperazine was replaced with 4-(2,5-difluoro-4-methoxyphenyl)-1-(4-fluorophenylsulfonyl)-piperazine (300 mg). The resulting crude product was purified on TLC (developer, hexane: ethyl acetate=2:1) to provide 4-(2,5-difluoro-4-hydroxyphenyl)-1-(4-fluorophenylsulfonyl)-piperazine (211 mg).